This data is from the Open Reaction Database (ORD), a public repository of structured organic reaction records. The task is: describe an organic reaction: reactants, conditions, products, and yield The reactants are CC=1C=C(C=NC1)C(CCC)=O (1-(5-methylpyridin-3-yl)butan-1-one), C(=O)[O-].[NH4+] (ammonium formate), Cl (HCl). The reagents and catalysts are C[C]1[C]([C]([C]([C]1C)C)C)C.C[C]1[C]([C]([C]([C]1C)C)C)C.Cl[Rh]Cl.Cl[Rh]Cl (dichloro(pentamethylcyclopentadienyl)rhodium (III) dimer). Run in CO (methanol). The product is CC=1C=C(C=NC1)C(CCC)N (1-(5-Methylpyridin-3-yl)butan-1-amine). Yield: 77.0%. As a reaction SMILES: [CH3:1][C:2]1[CH:3]=[C:4]([C:8](=O)[CH2:9][CH2:10][CH3:11])[CH:5]=[N:6][CH:7]=1.C([O-])=O.[NH4+:16].Cl>CO.C[C]1[C](C)[C](C)[C](C)[C]1C.C[C]1[C](C)[C](C)[C](C)[C]1C.Cl[Rh]Cl.Cl[Rh]Cl>[CH3:1][C:2]1[CH:3]=[C:4]([CH:8]([NH2:16])[CH2:9][CH2:10][CH3:11])[CH:5]=[N:6][CH:7]=1 |f:1.2,5.6.7.8,^1:20,21,23,25,27,30,31,33,35,37|. Procedure: To a solution of 1-(5-methylpyridin-3-yl)butan-1-one (800 mg, 4.9 mmol) and ammonium formate (1.55 g, 24.5 mmol) in methanol (5 mL) under nitrogen was added dichloro(pentamethylcyclopentadienyl)rhodium (III) dimer (45 mg, 0.074 mmol). The solution was heated at reflux for 8 h. after which time the solution was cooled to room temperature and acidified to pH ˜2 with 2M HCl. The mixture was washed with dichloromethane (3×15 mL) and the aqueous phase then basified to pH ˜12 by addition of solid KOH....